From a dataset of the Open Reaction Database (ORD), a public repository of structured organic reaction records. describe an organic reaction: reactants, conditions, products, and yield Yields the product CC1(C)C(C=C(Cl)Cl)C1C(=O)OC(C#N)c1cccc(Oc2ccccc2)c1. RXN SMILES: [Cl:28][C:29](=[CH:30][CH:31]1[C:32]([CH3:37])([CH3:38])[CH:33]1[C:34](=[O:35])[OH:36])[Cl:39].[Na:27].[O:1]=[P:2]1([O:10][CH:11]([c:12]2[cH:13][c:14]([O:18][c:19]3[cH:20][cH:21][cH:22][cH:23][cH:24]3)[cH:15][cH:16][cH:17]2)[C:25]#[N:26])[O:3][CH2:4][C:5]([CH3:6])([CH3:7])[CH2:8][O:9]1.[OH2:40]>>[O:10]([CH:11]([c:12]1[cH:13][c:14]([O:18][c:19]2[cH:20][cH:21][cH:22][cH:23][cH:24]2)[cH:15][cH:16][cH:17]1)[C:25]#[N:26])[C:34]([CH:33]1[CH:31]([CH:30]=[C:29]([Cl:28])[Cl:39])[C:32]1([CH3:37])[CH3:38])=[O:35]. The reactants are CC1(C)C(C=C(Cl)Cl)C1C(=O)O, [Na], CC1(C)COP(=O)(OC(C#N)c2cccc(Oc3ccccc3)c2)OC1, O. Starting materials: N([C@@H](C)C(=O)N[C@@H](C)C(=O)N)C(=O)OCC1=CC=CC=C1 (Z-L-Ala-L-Ala-NH2). Run in CO (MeOH). Yields the product N([C@@H](CCCCN)C(=O)NCC(=O)N)C(=O)OCC1=CC=CC=C1 (Z-L-Lys-Gly-NH2). RXN SMILES: [NH:1]([C:12]([O:14][CH2:15][C:16]1[CH:21]=[CH:20][CH:19]=[CH:18][CH:17]=1)=[O:13])[C@H:2]([C:4]([NH:6][C@H:7]([C:9]([NH2:11])=[O:10])C)=[O:5])[CH3:3]>CO>[NH:1]([C:12]([O:14][CH2:15][C:16]1[CH:21]=[CH:20][CH:19]=[CH:18][CH:17]=1)=[O:13])[C@H:2]([C:4]([NH:6][CH2:7][C:9]([NH2:11])=[O:10])=[O:5])[CH2:3][CH2:3][CH2:2][CH2:4][NH2:6]. Reported procedure: Z-L-Ala-L-Ala-NH2 (12) (Katakai et al., Macromolecules, 6:827-831 (1973), which is hereby incorporated by reference): 1H NMR (DMSO-d6) δ1.20 (2×d, J=7 Hz, 6H, 2×CH3), 4.10, 4.20 (m, 2H, 2×NHCHCO), 5.00 (s, 2H, OCH2Ph), 7.20-7.40 (m, 5H, Ph); 13C NMR (DMSO-d6) δ18.1, 18.4, 47.9, 50.1, 65.4, 127.7, 128.4, 137.0, 155.8, 172.0. 174.1. HRMS (FAB+) MH+ calcd 294.1454 found 294.1457. [α]25D=−20.4 (c 0.77, MeOH). Starting materials: ClC=1C=CC(=NC1)NC(=O)C=1OC2=C(C1NC(=O)[C@@H]1CC[C@H](CC1)C(=O)N1CCCC1)C=C(C=C2)CC(=O)OC (Methyl [2-{[(5-chloropyridin-2-yl)amino]-carbonyl}-3-({[trans-4-(pyrrolidin-1-ylcarbonyl)-cyclohexyl]carbonyl}amino)benzofuran-5-yl]acetate), C(O)([O-])=O.[Na+] (sodium hydrogen carbonate), [BH4-].[Li+] (lithium borohydride), Cl (hydrochloric acid). The solvent is O1C(CCC1)CCO (tetrahydrofuran-ethanol). Reaction conditions: time 4 hour. The product is ClC=1C=CC(=NC1)NC(=O)C=1OC2=C(C1NC(=O)[C@@H]1CC[C@H](CC1)C(=O)N1CCCC1)C=C(C=C2)CCO (N-(5-Chloropyridin-2-yl)-5-(2-hydroxyethyl)-3-({[trans-4-(pyrrolidin-1-ylcarbonyl)cyclohexyl]carbonyl}-amino)benzofuran-2-carboxamide). Yield: 26.1%. Reaction SMILES: [Cl:1][C:2]1[CH:3]=[CH:4][C:5]([NH:8][C:9]([C:11]2[O:12][C:13]3[CH:35]=[CH:34][C:33]([CH2:36][C:37](OC)=[O:38])=[CH:32][C:14]=3[C:15]=2[NH:16][C:17]([C@H:19]2[CH2:24][CH2:23][C@H:22]([C:25]([N:27]3[CH2:31][CH2:30][CH2:29][CH2:28]3)=[O:26])[CH2:21][CH2:20]2)=[O:18])=[O:10])=[N:6][CH:7]=1.[BH4-].[Li+].Cl.C(=O)([O-])O.[Na+]>O1CCCC1CCO>[Cl:1][C:2]1[CH:3]=[CH:4][C:5]([NH:8][C:9]([C:11]2[O:12][C:13]3[CH:35]=[CH:34][C:33]([CH2:36][CH2:37][OH:38])=[CH:32][C:14]=3[C:15]=2[NH:16][C:17]([C@H:19]2[CH2:24][CH2:23][C@H:22]([C:25]([N:27]3[CH2:31][CH2:30][CH2:29][CH2:28]3)=[O:26])[CH2:21][CH2:20]2)=[O:18])=[O:10])=[N:6][CH:7]=1 |f:1.2,4.5|. Reported procedure: Methyl [2-{[(5-chloropyridin-2-yl)amino]carbonyl}-3-({[trans-4-(pyrrolidin-1-ylcarbonyl)cyclohexyl]carbonyl}-amino)benzofuran-5-yl]acetate (113 mg) obtained in Example 2 is suspended in tetrahydrofuran-ethanol (6:1) (7 ml). To the suspension is added lithium borohydride (13 mg), and the mixture is stirred at room temperature for 4 hours. After pouring 10% hydrochloric acid under ice-cooling, the reaction solution is stirred at room temperature for several minutes. The reaction solution is then b... The reactants are BrCCCCN1S(N(C2=C(C1)C=C(C=C2)F)C2=C(C=CC=C2)F)(=O)=O (3-(4-bromobutyl)-6-fluoro-1-(2-fluorophenyl)-3,4-dihydro-1H-2,1,3-benzothiadiazine 2,2-dioxide), CN (methylamine), Cl (HCl). The product is FC=1C=CC2=C(CN(S(N2C2=C(C=CC=C2)F)(=O)=O)CCCCNC)C1 (4-[6-fluoro-1-(2-fluorophenyl)-2,2-dioxido-1,4-dihydro-3H-2,1,3-benzothiadiazin-3-yl]-N-methylbutan-1-amine). The yield is 81.0%. Reaction SMILES: Br[CH2:2][CH2:3][CH2:4][CH2:5][N:6]1[CH2:11][C:10]2[CH:12]=[C:13]([F:16])[CH:14]=[CH:15][C:9]=2[N:8]([C:17]2[CH:22]=[CH:21][CH:20]=[CH:19][C:18]=2[F:23])[S:7]1(=[O:25])=[O:24].[CH3:26][NH2:27].Cl>>[F:16][C:13]1[CH:14]=[CH:15][C:9]2[N:8]([C:17]3[CH:22]=[CH:21][CH:20]=[CH:19][C:18]=3[F:23])[S:7](=[O:25])(=[O:24])[N:6]([CH2:5][CH2:4][CH2:3][CH2:2][NH:27][CH3:26])[CH2:11][C:10]=2[CH:12]=1. Procedure details: In an analogous manner to Example 11 step 5, 3-(4-bromobutyl)-6-fluoro-1-(2-fluorophenyl)-3,4-dihydro-1H-2,1,3-benzothiadiazine 2,2-dioxide (0.11 g, 0.25 mmol) was reacted to methylamine and then treated with HCl to provide 4-[6-fluoro-1-(2-fluorophenyl)-2,2-dioxido-1,4-dihydro-3H-2,1,3-benzothiadiazin-3-yl]-N-methylbutan-1-amine (0.085 g, 81%) as a white solid: The reactants are Cl, O=C(CC1CN2CCC1CC2)Nc1cccc(Br)c1, [Na+], [Na+], [Na+], O=C([O-])[O-], CN(C)C=O, [OH-], OCc1ccc(B(O)O)cc1. Yields the product Cl, O=C(CC1CN2CCC1CC2)Nc1cccc(-c2ccc(CO)cc2)c1. As a reaction SMILES: [ClH:18].[N:19]12[CH2:20][CH:21]([CH2:27][C:28](=[O:29])[NH:30][c:31]3[cH:32][c:33]([Br:37])[cH:34][cH:35][cH:36]3)[CH:22]([CH2:23][CH2:24]1)[CH2:25][CH2:26]2.[Na+:12].[Na+:13].[Na+:39].[O-:14][C:15](=[O:16])[O-:17].[O:40]=[CH:41][N:42]([CH3:43])[CH3:44].[OH-:38].[OH:1][CH2:2][c:3]1[cH:4][cH:5][c:6]([B:9]([OH:10])[OH:11])[cH:7][cH:8]1>>[ClH:18].[OH:1][CH2:2][c:3]1[cH:4][cH:5][c:6](-[c:33]2[cH:32][c:31]([NH:30][C:28]([CH2:27][CH:21]3[CH2:20][N:19]4[CH2:24][CH2:23][CH:22]3[CH2:25][CH2:26]4)=[O:29])[cH:36][cH:35][cH:34]2)[cH:7][cH:8]1. The reactants are Br, Br, CC(=O)O, ClCCl, Cc1csc(CC(=O)c2ccccc2F)c1. Product: Cc1csc(C(Br)C(=O)c2ccccc2F)c1. RXN SMILES: [Br:18].[BrH:17].[CH3:19][C:20](=[O:21])[OH:22].[Cl:23][CH2:24][Cl:25].[F:1][c:2]1[c:3]([C:8]([CH2:9][c:10]2[s:11][cH:12][c:13]([CH3:15])[cH:14]2)=[O:16])[cH:4][cH:5][cH:6][cH:7]1>>[F:1][c:2]1[c:3]([C:8]([CH:9]([c:10]2[s:11][cH:12][c:13]([CH3:15])[cH:14]2)[Br:17])=[O:16])[cH:4][cH:5][cH:6][cH:7]1.